Task: describe an organic reaction: reactants, conditions, products, and yield. Dataset: the Open Reaction Database (ORD), a public repository of structured organic reaction records The reactants are C1[C@@H](O1)CCl (R-(-)-epichlorohydrin), [OH-].[Na+] (sodium hydroxide), CN(C=O)C (dimethylformamide), C1(=CC=CC=C1)O (phenol). The solvent is O (water). Run at temperature 65 celsius, time 3 hour. Yields the product C(C1CO1)OCC1CO1 (glycidyl ether). Reaction SMILES: [C:1]1([OH:7])[CH:6]=[CH:5]C=CC=1.[CH2:8]1[O:10][C@H:9]1[CH2:11]Cl.[OH-].[Na+].CN(C)C=[O:18]>O>[CH2:11]([O:7][CH2:1][CH:6]1[O:18][CH2:5]1)[CH:9]1[O:10][CH2:8]1 |f:2.3|. Procedure: A mixture of the starting phenol derivative (7.44 g) of the following formula: ##STR27## as prepared in Preparation 1, the same R-(-)-epichlorohydrin (9.16 g) as used in Preparation 2, 50 wt. % aqueous sodium hydroxide (1.74 g) and dimethylformamide (77 ml) is stirred at 60-70° C. for 3 hours. The reaction is cooled and thereto is added water, and the mixture is extracted with dichloromethane. The extracted product is purified by silica gel chromatography to give S isomer of glycidyl ether (6.90... Starting materials: COC(=O)c1cc(OCc2c(-c3ccccn3)noc2C)no1, Cc1ccccc1, CC(C)N, C1CN=C2NCCCN2C1. Yields the product Cc1onc(-c2ccccn2)c1COc1cc(C(=O)NC(C)C)on1. RXN SMILES: [CH3:1][O:2][C:3](=[O:4])[c:5]1[cH:6][c:7]([O:10][CH2:11][c:12]2[c:13](-[c:18]3[n:19][cH:20][cH:21][cH:22][cH:23]3)[n:14][o:15][c:16]2[CH3:17])[n:8][o:9]1.[CH3:38][c:39]1[cH:40][cH:41][cH:42][cH:43][cH:44]1.[CH:24]([CH3:25])([CH3:26])[NH2:27].[N:28]12[CH2:29][CH2:30][CH2:31][NH:32][C:33]1=[N:34][CH2:35][CH2:36][CH2:37]2>>[C:3](=[O:4])([c:5]1[cH:6][c:7]([O:10][CH2:11][c:12]2[c:13](-[c:18]3[n:19][cH:20][cH:21][cH:22][cH:23]3)[n:14][o:15][c:16]2[CH3:17])[n:8][o:9]1)[NH:27][CH:24]([CH3:25])[CH3:26]. The reactants are BrC1=CC(=C(OC=2C(=[N+](C=CC2)[O-])F)C=C1)C(N(CC)CC)=O (3-(4-bromo-2-(diethylcarbamoyl)phenoxy)-2-fluoropyridine 1-oxide), P(=O)(Cl)(Cl)Cl (phosphorus oxychloride). The reagents and catalysts are CN(C)C=O (DMF). The solvent is C(Cl)Cl (DCM). Run at time 1 hour. Product: BrC=1C=CC(=C(C(=O)N(CC)CC)C1)OC=1C(=NC(=CC1)Cl)F (5-bromo-2-(6-chloro-2-fluoropyridin-3-yloxy)-N,N-diethylbenzamide). Reaction SMILES: [Br:1][C:2]1[CH:16]=[CH:15][C:5]([O:6][C:7]2[C:8]([F:14])=[N+:9]([O-])[CH:10]=[CH:11][CH:12]=2)=[C:4]([C:17](=[O:23])[N:18]([CH2:21][CH3:22])[CH2:19][CH3:20])[CH:3]=1.P(Cl)(Cl)([Cl:26])=O>C(Cl)Cl.CN(C=O)C>[Br:1][C:2]1[CH:16]=[CH:15][C:5]([O:6][C:7]2[C:8]([F:14])=[N:9][C:10]([Cl:26])=[CH:11][CH:12]=2)=[C:4]([CH:3]=1)[C:17]([N:18]([CH2:21][CH3:22])[CH2:19][CH3:20])=[O:23]. Procedure details: To a solution of 3-(4-bromo-2-(diethylcarbamoyl)phenoxy)-2-fluoropyridine 1-oxide (420 mg, 1.096 mmol) in 15 mL of DCM was added dropwise phosphorus oxychloride (301 μL, 3.29 mmol) followed by 2 drops of DMF. After stirring at rt for 1 h, the reaction was quenched with sat. NaHCO3, extracted with EA, dried over Na2SO4, filtered and evaporated to dryness. CC (DCM to DCM/EA=10:1 to 5:1 to 3:1) gave 5-bromo-2-(6-chloro-2-fluoropyridin-3-yloxy)-N,N-diethylbenzamide as a colorless gum.